The task is: describe an organic reaction: reactants, conditions, products, and yield. This data is from the Open Reaction Database (ORD), a public repository of structured organic reaction records. Reported procedure: Subunit containing the base of FIG. 30C. 3-Bromophenol was nitrated to produce 5-bromo-2-nitrophenol. This was reduced with hydrogen sulfide/pyridine to the aminophenol, and the amino group masked as the trifluoroacetamide. A second nitration produced the 4-nitrophenol species which was treated with ammonia to cleave the trifluoroacetamide. This was reacted with cyanogen bromide to produce the aminobenzoxazole which is protected as the trifluoroacetamide. The nitro group was reduced with pyridin... Yields the product [N+](=O)([O-])C1=CC=C(C=C1)O (4-nitrophenol). Starting materials: S.N1=CC=CC=C1 (hydrogen sulfide pyridine), BrC=1C=CC(=C(C1)O)[N+](=O)[O-] (5-bromo-2-nitrophenol), FC(C(=O)N)(F)F (trifluoroacetamide). RXN SMILES: S.N1C=CC=CC=1.Br[C:9]1[CH:10]=[CH:11][C:12]([N+:16]([O-:18])=[O:17])=[C:13](O)[CH:14]=1.FC(F)(F)C(N)=[O:22]>>[N+:16]([C:12]1[CH:11]=[CH:10][C:9]([OH:22])=[CH:14][CH:13]=1)([O-:18])=[O:17] |f:0.1|. Reactants: C1(=CC=CC=C1)C(N1C(C(C2=CC=CC(=C12)F)(C1=CC2=C(OCCO2)C=C1O)O)=O)C1=CC=CC=C1 (1-(diphenylmethyl)-7-fluoro-3-hydroxy-3-(7-hydroxy-2,3-dihydro-1,4-benzodioxin-6-yl)-1,3-dihydro-2H-indol-2-one), C(C)[SiH](CC)CC (triethylsilane). The solvent is FC(C(=O)O)(F)F (trifluoroacetic acid). Yields the product C1(=CC=CC=C1)C(N1C(C(C2=CC=CC(=C12)F)C1=CC2=C(OCCO2)C=C1O)=O)C1=CC=CC=C1 (1-(diphenylmethyl)-7-fluoro-3-(7-hydroxy-2,3-dihydro-1,4-benzodioxin-6-yl)-1,3-dihydro-2H-indol-2-one). The yield is 60.8%. RXN SMILES: [C:1]1([CH:7]([C:31]2[CH:36]=[CH:35][CH:34]=[CH:33][CH:32]=2)[N:8]2[C:16]3[C:11](=[CH:12][CH:13]=[CH:14][C:15]=3[F:17])[C:10](O)([C:18]3[C:27]([OH:28])=[CH:26][C:21]4[O:22][CH2:23][CH2:24][O:25][C:20]=4[CH:19]=3)[C:9]2=[O:30])[CH:6]=[CH:5][CH:4]=[CH:3][CH:2]=1.C([SiH](CC)CC)C>FC(F)(F)C(O)=O>[C:31]1([CH:7]([C:1]2[CH:2]=[CH:3][CH:4]=[CH:5][CH:6]=2)[N:8]2[C:16]3[C:11](=[CH:12][CH:13]=[CH:14][C:15]=3[F:17])[CH:10]([C:18]3[C:27]([OH:28])=[CH:26][C:21]4[O:22][CH2:23][CH2:24][O:25][C:20]=4[CH:19]=3)[C:9]2=[O:30])[CH:32]=[CH:33][CH:34]=[CH:35][CH:36]=1. Reported procedure: To a solution of 1-(diphenylmethyl)-7-fluoro-3-hydroxy-3-(7-hydroxy-2,3-dihydro-1,4-benzodioxin-6-yl)-1,3-dihydro-2H-indol-2-one (4.27 g, 8.8 mmol) in trifluoroacetic acid (100 mL) at 0° C. was added triethylsilane (2.8 mL, 18 mmol) and the reaction mixture was concentrated in vacuo. The crude product was purified by column chromatography and eluted with a 0% to 66% gradient of ethyl acetate in hexanes to afford 1-(diphenylmethyl)-7-fluoro-3-(7-hydroxy-2,3-dihydro-1,4-benzodioxin-6-yl)-1,3-dihyd... Starting materials: Cc1nc2ccccc2n1CF, C1COCCO1, O=[Se]=O. Product: O=Cc1nc2ccccc2n1CF. As a reaction SMILES: [F:1][CH2:2][n:3]1[c:4]([CH3:12])[n:5][c:6]2[c:7]1[cH:8][cH:9][cH:10][cH:11]2.[O:16]1[CH2:17][CH2:18][O:19][CH2:20][CH2:21]1.[Se:13](=[O:14])=[O:15]>>[F:1][CH2:2][n:3]1[c:4]([CH:12]=[O:14])[n:5][c:6]2[c:7]1[cH:8][cH:9][cH:10][cH:11]2. The reactants are BrC1=C(N=C2N1N=C(C=C2)Cl)C (3-bromo-6-chloro-2-methyl-imidazo[1,2-b]pyridazine), BrBr (bromine). Run in C(C)(=O)O (acetic acid). Yields the product [Br-].[Br-].BrC1=C(N=C2N1N=C(C=C2)Cl)C (3-bromo-6-chloro-2-methyl-imidazo[1,2-b]pyridazine dibromide). Reaction SMILES: [Br:1][C:2]1[N:6]2[N:7]=[C:8]([Cl:11])[CH:9]=[CH:10][C:5]2=[N:4][C:3]=1[CH3:12].[Br:13]Br>C(O)(=O)C>[Br-:1].[Br-:13].[Br:1][C:2]1[N:6]2[N:7]=[C:8]([Cl:11])[CH:9]=[CH:10][C:5]2=[N:4][C:3]=1[CH3:12] |f:3.4.5|. Reported procedure: 0.23 g (0.93 mMol) 3-bromo-6-chloro-2-methyl-imidazo[1,2-b]pyridazine obtained from Example 1 is dissolved in 2 ml concentrated acetic acid and treated with 1.39 mMol elemental bromine. From the reaction mixture crystallizes out after a little while 3-bromo-6-chloro-2-methyl-imidazo[1,2-b]pyridazine dibromide. This is filtered off and dried. Yield 0.38 g, (89.4%), M.pt 217°-220°. The reactants are C=CCOC(=O)N(CC=O)Cc1ccccc1, C#C[Si](C)(C)C, CCCCCC, CCOC(C)=O, [Cl-], [Li]CCCC, [NH4+], C1CCOC1. The product is C=CCOC(=O)N(Cc1ccccc1)CC(O)C#C[Si](C)(C)C. Reaction SMILES: [CH2:12]([CH:13]=[CH2:14])[O:15][C:16](=[O:17])[N:18]([CH2:19][c:20]1[cH:21][cH:22][cH:23][cH:24][cH:25]1)[CH2:26][CH:27]=[O:28].[CH3:1][Si:2]([CH3:3])([CH3:4])[C:5]#[CH:6].[CH3:36][CH2:37][CH2:38][CH2:39][CH2:40][CH3:41].[CH3:42][CH2:43][O:44][C:45](=[O:46])[CH3:47].[Cl-:29].[Li:7][CH2:8][CH2:9][CH2:10][CH3:11].[NH4+:30].[O:31]1[CH2:32][CH2:33][CH2:34][CH2:35]1>>[CH3:1][Si:2]([CH3:3])([CH3:4])[C:5]#[C:6][CH:27]([CH2:26][N:18]([C:16]([O:15][CH2:12][CH:13]=[CH2:14])=[O:17])[CH2:19][c:20]1[cH:21][cH:22][cH:23][cH:24][cH:25]1)[OH:28]. Starting materials: C1CCNCC1, CCO, CC(C)N1CCN(c2ccc(-c3noc(-c4ccc(CCl)cc4)n3)cn2)CC1, Cl. The product is CC(C)N1CCN(c2ccc(-c3noc(-c4ccc(CN5CCCCC5)cc4)n3)cn2)CC1. Reaction SMILES: [CH2:30]1[CH2:31][CH2:32][NH:33][CH2:34][CH2:35]1.[CH3:36][CH2:37][OH:38].[Cl:1][CH2:2][c:3]1[cH:4][cH:5][c:6](-[c:9]2[n:10][c:11](-[c:14]3[cH:15][cH:16][c:17]([N:20]4[CH2:21][CH2:22][N:23]([CH:26]([CH3:27])[CH3:28])[CH2:24][CH2:25]4)[n:18][cH:19]3)[n:12][o:13]2)[cH:7][cH:8]1.[ClH:29]>>[CH2:2]([c:3]1[cH:4][cH:5][c:6](-[c:9]2[n:10][c:11](-[c:14]3[cH:15][cH:16][c:17]([N:20]4[CH2:21][CH2:22][N:23]([CH:26]([CH3:27])[CH3:28])[CH2:24][CH2:25]4)[n:18][cH:19]3)[n:12][o:13]2)[cH:7][cH:8]1)[N:33]1[CH2:32][CH2:31][CH2:30][CH2:35][CH2:34]1. Solvent: C(C)(=O)O (acetic acid). Starting materials: C(C)(C)(C)OC(=O)C12CC3(CC(CC(C1)C3)C2)C(=O)OC(C)(C)C (1.3-di(t-butoxycarbonyl)adamantane), Co(AA)2, O=O (oxygen). Procedure: A mixture of 10 mmol of the obtained 1.3-di(t-butoxycarbonyl)adamantane, 2 mmol of NHPI, 0.1 mmol of acetylacetonatocobalt Co(AA)2, and 25 ml of acetic acid was stirred in an atmosphere of oxygen at 75° C. for 6 hours. As a result, there was obtained 1,3-di(t-butoxycarbonyl)-5-hydroxyadamantane. Reaction SMILES: [C:1]([O:5][C:6]([C:8]12[CH2:17][CH:12]3[CH2:13][CH:14]([CH2:16][C:10]([C:18]([O:20][C:21]([CH3:24])([CH3:23])[CH3:22])=[O:19])([CH2:11]3)[CH2:9]1)[CH2:15]2)=[O:7])([CH3:4])([CH3:3])[CH3:2].[O:25]=O>C(O)(=O)C>[C:21]([O:20][C:18]([C:10]12[CH2:16][C:14]3([OH:25])[CH2:13][CH:12]([CH2:17][C:8]([C:6]([O:5][C:1]([CH3:4])([CH3:3])[CH3:2])=[O:7])([CH2:15]3)[CH2:9]1)[CH2:11]2)=[O:19])([CH3:24])([CH3:23])[CH3:22]. Product: C(C)(C)(C)OC(=O)C12CC3(CC(CC(C1)C3)(C2)O)C(=O)OC(C)(C)C (1,3-di(t-butoxycarbonyl)-5-hydroxyadamantane). Reactants: CCOc1ccc(-c2ncc(C#N)c(O)n2)cc1, CCOC=C(C#N)C(=O)OCC, CCOc1ccc(C(=N)N)cc1, CCO, Cl, [Na+], [OH-], O=P(Cl)(Cl)Cl. The product is CCOc1ccc(-c2ncc(C#N)c(Cl)n2)cc1. RXN SMILES: [C:28](#[N:29])[c:30]1[c:31]([OH:45])[n:32][c:33](-[c:36]2[cH:37][cH:38][c:39]([O:42][CH2:43][CH3:44])[cH:40][cH:41]2)[n:34][cH:35]1.[CH2:14]([O:15][C:16](=[O:17])[C:18](=[CH:19][O:20][CH2:21][CH3:22])[C:23]#[N:24])[CH3:25].[CH2:2]([O:3][c:4]1[cH:5][cH:6][c:7]([C:8]([NH2:9])=[NH:10])[cH:11][cH:12]1)[CH3:13].[CH3:51][CH2:52][OH:53].[ClH:1].[Na+:27].[OH-:26].[P:46]([Cl:47])([Cl:48])([Cl:49])=[O:50]>>[C:28](#[N:29])[c:30]1[c:31]([Cl:48])[n:32][c:33](-[c:36]2[cH:37][cH:38][c:39]([O:42][CH2:43][CH3:44])[cH:40][cH:41]2)[n:34][cH:35]1. RXN SMILES: [CH3:1][C:2]1[CH:7]=[C:6]2[C:8]3[C:13](S(=O)(=O)[C:5]2=[CH:4][C:3]=1[NH2:19])=[CH:12][C:11]([NH2:17])=[C:10]([CH3:18])[CH:9]=3.C(C1C=C(CC)C(N)=C(CC)C=1)C1C=C(CC)C(N)=C(CC)C=1>>[CH3:18][C:10]1[CH:9]=[C:8]([C:6]2[CH:5]=[CH:4][C:3]([NH2:19])=[C:2]([CH3:1])[CH:7]=2)[CH:13]=[CH:12][C:11]=1[NH2:17]. Starting materials: CC1=C(C=C2C(=C1)C3=CC(=C(C=C3S2(=O)=O)N)C)N (o-tolidine sulfone), C(C1=CC(=C(N)C(=C1)CC)CC)C1=CC(=C(N)C(=C1)CC)CC (4,4′-methylene-bis-(2,6-diethyl aniline)). Procedure: o-tolidine sulfone; 4,4′-methylene-bis-(2,6-diethyl aniline); Yields the product CC1=C(C=CC(=C1)C2=CC(=C(C=C2)N)C)N (o-tolidine).